From a dataset of the Open Reaction Database (ORD), a public repository of structured organic reaction records. describe an organic reaction: reactants, conditions, products, and yield The reactants are CC=1C(=CC=2C(CCC(C2C1)(C)C)(C)C)C(C)=O (1-(3,5,5,8,8-pentamethyl-5,6,7,8-tetrahydro-naphthalen-2-yl)-ethanone), [H-].[H-].[H-].[H-].[Li+].[Al+3] (LiAlH4), CCOCC (Ether), O (water). Solvent: C1CCOC1 (THF). Reaction conditions: time 3 hour. The product is CC=1C(=CC=2C(CCC(C2C1)(C)C)(C)C)C(C)O (1-(3,5,5,8,8-Pentamethyl-5,6,7,8-tetrahydro-naphthalen-2-yl)-ethanol). As a reaction SMILES: [CH3:1][C:2]1[C:3]([C:16](=[O:18])[CH3:17])=[CH:4][C:5]2[C:6]([CH3:15])([CH3:14])[CH2:7][CH2:8][C:9]([CH3:13])([CH3:12])[C:10]=2[CH:11]=1.[H-].[H-].[H-].[H-].[Li+].[Al+3].O.CCOCC>C1COCC1>[CH3:1][C:2]1[C:3]([CH:16]([OH:18])[CH3:17])=[CH:4][C:5]2[C:6]([CH3:15])([CH3:14])[CH2:7][CH2:8][C:9]([CH3:13])([CH3:12])[C:10]=2[CH:11]=1 |f:1.2.3.4.5.6|. Reported procedure: To a solution of 1-(3,5,5,8,8-pentamethyl-5,6,7,8-tetrahydro-naphthalen-2-yl)-ethanone (500 mg; 2.0 mmol) in dry THF (5 ml) was added slowly LiAlH4 (80 mg; 2.0 mmol) at 0° C. The reaction mixture was stirred for 3 hours, and then water (20 ml) was added. Ether (50 ml) was added and the mixture was filtered through filter aid. The organic phase was separated and the water phase was extracted with ether. The combined organic phases were dried and evaporated to give the title compound in 504 mg (10... The reactants are Cc1cc(Br)ccc1NC(=O)CC(=O)O, Cc1cc(Br)ccc1NC(=O)CC(=O)N(C(=O)NC1CCCCC1)C1CCCCC1, C(=NC1CCCCC1)=NC1CCCCC1, C1CCOC1, Sc1ccccc1. Product: Cc1cc(Br)ccc1NC(=O)CC(=O)Sc1ccccc1. Reaction SMILES: [Br:1][c:2]1[cH:3][c:4]([CH3:15])[c:5]([NH:8][C:9]([CH2:10][C:11](=[O:12])[OH:13])=[O:14])[cH:6][cH:7]1.[Br:38][c:39]1[cH:40][cH:41][c:42]([NH:43][C:44](=[O:45])[CH2:46][C:47]([N:48]([CH:49]2[CH2:50][CH2:51][CH2:52][CH2:53][CH2:54]2)[C:55]([NH:56][CH:57]2[CH2:58][CH2:59][CH2:60][CH2:61][CH2:62]2)=[O:63])=[O:64])[c:65]([CH3:66])[cH:67]1.[CH2:23]1[CH2:24][CH2:25][CH:26]([N:27]=[C:28]=[N:29][CH:30]2[CH2:31][CH2:32][CH2:33][CH2:34][CH2:35]2)[CH2:36][CH2:37]1.[O:68]1[CH2:69][CH2:70][CH2:71][CH2:72]1.[SH:16][c:17]1[cH:18][cH:19][cH:20][cH:21][cH:22]1>>[Br:1][c:2]1[cH:3][c:4]([CH3:15])[c:5]([NH:8][C:9]([CH2:10][C:11](=[O:13])[S:16][c:17]2[cH:18][cH:19][cH:20][cH:21][cH:22]2)=[O:14])[cH:6][cH:7]1. RXN SMILES: C(OC([NH:11][C@H:12]([C:14]([N:16]1[CH2:23][CH2:22][CH2:21][C@H:17]1[C:18]([OH:20])=[O:19])=[O:15])[CH3:13])=O)C1C=CC=CC=1.[H][H].[CH2:26]=[C:27]([CH3:29])[CH3:28]>C(Cl)Cl.S(=O)(=O)(O)O.C(O)(C)(C)C.[C].[Pd]>[C:27]([O:20][C:18](=[O:19])[C@@H:17]1[CH2:21][CH2:22][CH2:23][N:16]1[C:14](=[O:15])[C@H:12]([CH3:13])[NH2:11])([CH3:29])([CH3:28])[CH3:26] |f:6.7|. Solvent: C(Cl)Cl (methylene chloride), S(O)(O)(=O)=O (sulfuric acid), C(C)(C)(C)O (t-butanol). The product is C(C)(C)(C)OC([C@H]1N(CCC1)C([C@@H](N)C)=O)=O (L-alanyl-L-proline t-butylester). The reactants are C(C1=CC=CC=C1)OC(=O)N[C@@H](C)C(=O)N1[C@H](C(=O)O)CCC1 (Benzyloxycarbonyl-L-alanyl-L-proline), C=C(C)C (isobutene), [H][H] (Hydrogen). Procedure details: Benzyloxycarbonyl-L-alanyl-L-proline (16.02 g, 50 mmole) was dissolved in methylene chloride (100 ml) solution of 98% sulfuric acid (0.5 ml), and isobutene gas was blown into the solution under cooling until the volume of the solution was increased by 50 ml. After standing it for 64 hours at room temperature, the solution was washed with 0.15M sodium carbonate. The methylene chloride layer was further washed with 10% aqueous citric acid, water, 5% aqueous sodium bicarbonate and water in the orde... The reagents and catalysts are [C].[Pd] (palladium-carbon). Yield: 85.5%. Starting materials: C1(=CC=C(C=C1)S(=O)(=O)N1CCN(CCN(CCCN(CCN(C1)S(=O)(=O)C1=CC=C(C=C1)C)S(=O)(=O)C1=CC=C(C=C1)C)S(=O)(=O)C1=CC=C(C=C1)C)S(=O)(=O)C1=CC=C(C=C1)C)C (1,4,7,11,14-penta(p-toluenesulfonyl)-1,4,7,11,14-pentaazacyclopentadecane), C(C)O (ethanol), Example 11C, OS(=O)(=O)O (H2SO4). Run in C(C)OCC (ethyl ether). Reaction conditions: temperature 100 celsius, time 72 hour. The product is N1CCNCCNCCCNCCNC1 (1,4,7,11,14-Pentaazacyclopentadecane). Yield: 36.0%. Reaction SMILES: C1(C)C=CC(S([N:10]2[CH2:24][N:23](S(C3C=CC(C)=CC=3)(=O)=O)[CH2:22][CH2:21][N:20](S(C3C=CC(C)=CC=3)(=O)=O)[CH2:19][CH2:18][CH2:17][N:16](S(C3C=CC(C)=CC=3)(=O)=O)[CH2:15][CH2:14][N:13](S(C3C=CC(C)=CC=3)(=O)=O)[CH2:12][CH2:11]2)(=O)=O)=CC=1.OS(O)(=O)=O.C(O)C>C(OCC)C>[NH:10]1[CH2:24][NH:23][CH2:22][CH2:21][NH:20][CH2:19][CH2:18][CH2:17][NH:16][CH2:15][CH2:14][NH:13][CH2:12][CH2:11]1. Procedure: A mixture-of 1,4,7,11,14-penta(p-toluenesulfonyl)-1,4,7,11,14-pentaazacyclopentadecane prepared as in Example 11C (26.3 g, 0.0258 mole) and concentrated H2SO4 (80 ml) was heated at 100° C. with stirring under a dry argon atmosphere for 72 h. To the resulting brown solution, ethanol (160 mL) was added dropwise with stirring at 0° C. followed by ethyl ether (400 ml). The resulting tan solid was filtered and dried in vacuo over P2O5. The tarry solid was then dissolved by the addition of 10 N NaOH a... The reactants are OC=1C(=NC=CC1)C(=O)N (3-hydroxypicolinamide), COC=1C=CC(=CC1)P2(=S)SP(=S)(S2)C=3C=CC(=CC3)OC (Lawesson's reagent). Solvent: C(CCl)Cl (ClCH2CH2Cl), CCOC(=O)C (EtOAc). The product is OC=1C(=NC=CC1)C(N)=S (3-Hydroxy-2-pyridinecarbothioamide). Yield: 69.1%. Reaction SMILES: [OH:1][C:2]1[C:3]([C:8]([NH2:10])=O)=[N:4][CH:5]=[CH:6][CH:7]=1.COC1C=CC(P2(SP(C3C=CC(OC)=CC=3)(=S)S2)=[S:20])=CC=1>C(Cl)CCl.CCOC(C)=O>[OH:1][C:2]1[C:3]([C:8](=[S:20])[NH2:10])=[N:4][CH:5]=[CH:6][CH:7]=1. Procedure details: A stirred solution of 3-hydroxypicolinamide (1.35 g, 9.75 mmol) and Lawesson's reagent (2.37 g, 5.85 mmol) in dry ClCH2CH2Cl (12 mL) was heated to reflux under nitrogen for 5 hr. At ambient temperature, he mixture was diluted with EtOAc (50 mL), washed with half-saturated aq. NaCl (30 mL) containing NaHCO3 (840 mg) and with brine (20 mL). After drying over MgSO4 and filtration, the filtrate was concentrated in vacuo to give a brown solid, which was subject to flash chromatography on silica gel (...